From a dataset of the Open Reaction Database (ORD), a public repository of structured organic reaction records. describe an organic reaction: reactants, conditions, products, and yield Starting materials: CCO, [Cl-], O=[N+]([O-])c1csc(OCCCCl)c1, [Na+], [OH-], O, O. Product: Nc1csc(OCCCCl)c1. Reaction SMILES: [CH3:19][CH2:20][OH:21].[Cl-:16].[Cl:1][CH2:2][CH2:3][CH2:4][O:5][c:6]1[s:7][cH:8][c:9]([N+:11]([O-:12])=[O:13])[cH:10]1.[Na+:18].[OH-:17].[OH2:14].[OH2:15]>>[Cl:1][CH2:2][CH2:3][CH2:4][O:5][c:6]1[s:7][cH:8][c:9]([NH2:11])[cH:10]1. The reactants are C(Cl)Cl (DCM), BrCC1=C(C=C(C#N)C=C1)I (4-bromomethyl-3-iodobenzonitrile), N (ammonia), CO (MeOH), N (NH3). The solvent is CO.C1CCOC1 (MeOH THF). Reaction conditions: temperature 50 celsius, time 4 hour. The product is Cl.NCC1=C(C=C(C#N)C=C1)I (4-aminomethyl-3-iodobenzonitrile hydrochloride). Reaction SMILES: Br[CH2:2][C:3]1[CH:10]=[CH:9][C:6]([C:7]#[N:8])=[CH:5][C:4]=1[I:11].[NH3:12].CO.C(Cl)[Cl:16]>CO.C1COCC1>[ClH:16].[NH2:12][CH2:2][C:3]1[CH:10]=[CH:9][C:6]([C:7]#[N:8])=[CH:5][C:4]=1[I:11] |f:4.5,6.7|. Reported procedure: 12.1 g (37.6 mmol) of 4-bromomethyl-3-iodobenzonitrile in 200 ml of MeOH/THF 1:1 were slowly added dropwise to 200 ml of conc. ammonia solution/MeOH (saturated with NH3) 1:1, simultaneously passing NH3 into the reaction mixture. The temperature was maintained at 50° C. After 4 h, the solvent was stripped off, and the product was taken up in DCM, dried and precipitated with ethereal HCl. 8.6 g of 4-aminomethyl-3-iodobenzonitrile hydrochloride were obtained. 1H-NMR (DMSO-d6, δ in ppm): 8.8 (broad ...